This data is from the Open Reaction Database (ORD), a public repository of structured organic reaction records. The task is: describe an organic reaction: reactants, conditions, products, and yield Starting materials: FC([C@@H](CCOC)OC(=O)C1=CC=C(C=C1)C1=CC=C(C=C1)OCC1=CC=CC=C1)(F)F (4'-benzyloxy-4-biphenylcarboxylic acid (R)-1-trifluoromethyl-3-methoxypropyl ester), [H][H] (hydrogen), [H][H] (hydrogen). Reagents/catalysts: [Pd] (palladium/carbon). Run in C1CCOC1 (THF). Reaction conditions: time 8 hour. The product is FC([C@@H](CCOC)OC(=O)C1=CC=C(C=C1)C1=CC=C(C=C1)O)(F)F (4'-hydroxy-4-biphenylcarboxylic acid (R)-1-trifluoromethyl-3-methoxypropyl ester). Reaction SMILES: [F:1][C:2]([F:32])([F:31])[C@H:3]([O:8][C:9]([C:11]1[CH:16]=[CH:15][C:14]([C:17]2[CH:22]=[CH:21][C:20]([O:23]CC3C=CC=CC=3)=[CH:19][CH:18]=2)=[CH:13][CH:12]=1)=[O:10])[CH2:4][CH2:5][O:6][CH3:7].[H][H]>[Pd].C1COCC1>[F:1][C:2]([F:31])([F:32])[C@H:3]([O:8][C:9]([C:11]1[CH:16]=[CH:15][C:14]([C:17]2[CH:18]=[CH:19][C:20]([OH:23])=[CH:21][CH:22]=2)=[CH:13][CH:12]=1)=[O:10])[CH2:4][CH2:5][O:6][CH3:7]. Procedure details: A mixture of 2.93 g (6.60 mmol) of the 4'-benzyloxy-4-biphenylcarboxylic acid (R)-1-trifluoromethyl-3-methoxypropyl ester obtained in the second stage and 0.4 g of 5% palladium/carbon as catalyst was added to 50 ml of THF. The solution was placed in a hydrogen atmosphere, using a hydrogen baloon, and was stirred at room temperature overnight. After filtering out the catalyst and concentrating the filtrate, there was obtained approximately quantitatively 4'-hydroxy-4-biphenylcarboxylic acid (R)-1...